This data is from the Open Reaction Database (ORD), a public repository of structured organic reaction records. The task is: describe an organic reaction: reactants, conditions, products, and yield Reactants: C([O-])([O-])=O.[K+].[K+] (Potassium carbonate), C(C1=CC=CC=C1)(=O)OC[C@]12[C@@H]([C@H]3CC[C@@H]4[C@]5(CC=C(C([C@@H]5CC[C@]4([C@@]3(CC1)C)C)(C)C)OS(=O)(=O)C(F)(F)F)C)[C@@H](CC2)C(=C)C (((1R,3aS,5aR,5bR,7aR,11aR,11bR,13aR,13bR)-5a,5b,8,8,11a-pentamethyl-1-(prop-1-en-2-yl)-9-(trifluoromethylsulfonyloxy)-2,3,3a,4,5,5a,5b,6,7,7a,8,11,11a,11b,12,13,13a,13b-octadecahydro-1H-cyclopenta[a]chrysen-3a-yl)methyl benzoate), O.C([O-])([O-])=O.[Na+].[Na+] (sodium carbonate monohydrate), C(C)(C)(C)OC(=O)C1=CC=C(C=C1)B(O)O (4-tert-butoxycarbonylphenylboronic acid), P(=O)([O-])([O-])[O-].[K+].[K+].[K+] (potassium phosphate), O.C([O-])([O-])=O.[Na+].[Na+] (sodium carbonate monohydrate). Reagents/catalysts: C=1C=CC(=CC1)[P](C=2C=CC=CC2)(C=3C=CC=CC3)[Pd]([P](C=4C=CC=CC4)(C=5C=CC=CC5)C=6C=CC=CC6)([P](C=7C=CC=CC7)(C=8C=CC=CC8)C=9C=CC=CC9)[P](C=1C=CC=CC1)(C=1C=CC=CC1)C=1C=CC=CC1 (tetrakis(triphenylphosphine)palladium(0)). Solvent: O1CCOCC1 (1,4-dioxane), O (water), CC(C)O (2-propanol). Product: C(C1=CC=CC=C1)(=O)OC[C@]12[C@@H]([C@H]3CC[C@@H]4[C@]5(CC=C(C([C@@H]5CC[C@]4([C@@]3(CC1)C)C)(C)C)C1=CC=C(C(=O)OC(C)(C)C)C=C1)C)[C@@H](CC2)C(=C)C (tert-butyl 4-((1R,3aS,5aR,5bR,7aR,11aS,11bR,13aR,13bR)-3a-(benzoyloxymethyl)-5a,5b,8,8,11a-pentamethyl-1-(prop-1-en-2-yl)-2,3,3a,4,5,5a,5b,6,7,7a,8,11,11a,11b,12,13,13a,13b-octadecahydro-1H-cyclopenta[a]chrysen-9-yl)benzoate). The yield is 92.6%. As a reaction SMILES: [C:1]([O:9][CH2:10][C@:11]12[CH2:44][CH2:43][C@@H:42]([C:45]([CH3:47])=[CH2:46])[C@@H:12]1[C@@H:13]1[C@@:26]([CH3:29])([CH2:27][CH2:28]2)[C@@:25]2([CH3:30])[C@@H:16]([C@:17]3([CH3:41])[C@@H:22]([CH2:23][CH2:24]2)[C:21]([CH3:32])([CH3:31])[C:20](OS(C(F)(F)F)(=O)=O)=[CH:19][CH2:18]3)[CH2:15][CH2:14]1)(=[O:8])[C:2]1[CH:7]=[CH:6][CH:5]=[CH:4][CH:3]=1.O.C(=O)([O-])[O-].[Na+].[Na+].[C:55]([O:59][C:60]([C:62]1[CH:67]=[CH:66][C:65](B(O)O)=[CH:64][CH:63]=1)=[O:61])([CH3:58])([CH3:57])[CH3:56].C(=O)([O-])[O-].[K+].[K+].P([O-])([O-])([O-])=O.[K+].[K+].[K+]>O1CCOCC1.C1C=CC([P]([Pd]([P](C2C=CC=CC=2)(C2C=CC=CC=2)C2C=CC=CC=2)([P](C2C=CC=CC=2)(C2C=CC=CC=2)C2C=CC=CC=2)[P](C2C=CC=CC=2)(C2C=CC=CC=2)C2C=CC=CC=2)(C2C=CC=CC=2)C2C=CC=CC=2)=CC=1.O.CC(O)C>[C:1]([O:9][CH2:10][C@:11]12[CH2:44][CH2:43][C@@H:42]([C:45]([CH3:47])=[CH2:46])[C@@H:12]1[C@@H:13]1[C@@:26]([CH3:29])([CH2:27][CH2:28]2)[C@@:25]2([CH3:30])[C@@H:16]([C@:17]3([CH3:41])[C@@H:22]([CH2:23][CH2:24]2)[C:21]([CH3:31])([CH3:32])[C:20]([C:65]2[CH:66]=[CH:67][C:62]([C:60]([O:59][C:55]([CH3:58])([CH3:57])[CH3:56])=[O:61])=[CH:63][CH:64]=2)=[CH:19][CH2:18]3)[CH2:15][CH2:14]1)(=[O:8])[C:2]1[CH:7]=[CH:6][CH:5]=[CH:4][CH:3]=1 |f:1.2.3.4,6.7.8,9.10.11.12,^1:94,96,115,134|. Procedure details: To a solution of ((1R,3aS,5aR,5bR,7aR,11aR,11bR,13aR,13bR)-5a,5b,8,8,11a-pentamethyl-1-(prop-1-en-2-yl)-9-(trifluoromethylsulfonyloxy)-2,3,3a,4,5,5a,5b,6,7,7a,8,11,11a,11b,12,13,13a,13b-octadecahydro-1H-cyclopenta[a]chrysen-3a-yl)methyl benzoate (9.85 g, 14.55 mmol) in 1,4-dioxane (50 ml) was added 2-propanol (50.0 ml), water (20 ml), sodium carbonate monohydrate (5.41 g, 43.7 mmol), 4-tert-butoxycarbonylphenylboronic acid (4.85 g, 21.83 mmol), and tetrakis(triphenylphosphine)palladium(0) (0.504... The reactants are O=C1CCC(=O)N1Br, O=C(OOC(=O)c1ccccc1)c1ccccc1, ClC(Cl)(Cl)Cl, Cc1ccc(C#N)cc1C(F)(F)F, O. Product: N#Cc1ccc(CBr)c(C(F)(F)F)c1. RXN SMILES: [Br:14][N:15]1[C:16](=[O:17])[CH2:18][CH2:19][C:20]1=[O:21].[C:22]([O:23][O:24][C:25](=[O:26])[c:27]1[cH:28][cH:29][cH:30][cH:31][cH:32]1)(=[O:33])[c:34]1[cH:35][cH:36][cH:37][cH:38][cH:39]1.[C:41]([Cl:42])([Cl:43])([Cl:44])[Cl:45].[CH3:1][c:2]1[c:3]([C:10]([F:11])([F:12])[F:13])[cH:4][c:5]([C:6]#[N:7])[cH:8][cH:9]1.[OH2:40]>>[CH2:1]([c:2]1[c:3]([C:10]([F:11])([F:12])[F:13])[cH:4][c:5]([C:6]#[N:7])[cH:8][cH:9]1)[Br:14]. Reactants: ice water, CC=1C=C(C(=CC1S(=O)(=O)C1=CC=C(C=C1)C)O)O (4-methyl-5-(4-methylphenylsulphonyl)-1,2-benzenediol), C([O-])([O-])=O.[K+].[K+] (potassium carbonate), C(C)OC(C(Cl)Cl)=O (dichloroacetic acid ethyl ester), Cl (hydrochloric acid). Run in COCCOC (1,2-dimethoxyethane), COCCOC (1,2-dimethoxyethane). Run at time 5 minute. Product: C(C)OC(=O)C1OC2=C(O1)C=C(C(=C2)C)S(=O)(=O)C2=CC=C(C=C2)C (5-methyl-6-(4-methylphenylsulphonyl)-1,3-benzodioxole-2-carboxylic acid ethyl ester). RXN SMILES: [CH3:1][C:2]1[CH:3]=[C:4]([OH:19])[C:5]([OH:18])=[CH:6][C:7]=1[S:8]([C:11]1[CH:16]=[CH:15][C:14]([CH3:17])=[CH:13][CH:12]=1)(=[O:10])=[O:9].C(=O)([O-])[O-].[K+].[K+].[CH2:26]([O:28][C:29](=[O:33])[CH:30](Cl)Cl)[CH3:27].Cl>COCCOC>[CH2:26]([O:28][C:29]([CH:30]1[O:18][C:5]2[CH:6]=[C:7]([S:8]([C:11]3[CH:12]=[CH:13][C:14]([CH3:17])=[CH:15][CH:16]=3)(=[O:10])=[O:9])[C:2]([CH3:1])=[CH:3][C:4]=2[O:19]1)=[O:33])[CH3:27] |f:1.2.3|. Reported procedure: A suspension of 12.0 g (43.1 mmol) of 4-methyl-5-(4-methylphenylsulphonyl)-1,2-benzenediol and 30 g (216 mmol) of freshly calcined potassium carbonate in 200 ml of dry 1,2-dimethoxyethane is stirred for 5 minutes, under nitrogen, using a high-speed stirrer. In the course of this the temperature rises to 75°. Then, while stirring moderately (propeller stirrer), there is added dropwise thereto, in the course of one hour, a solution of 6.77 g (43.1 mmol) of dichloroacetic acid ethyl ester in 50 ml ... The product is C(CCC)OC1=NC(=C2N=C(N(C2=N1)CCCCC1CC(OCC1)(C)C)OC)N (2-(Butyloxy)-9-[4-(2,2-dimethyltetrahydro-2H-pyran-4-yl)butyl]-8-(methyloxy)-9H-purin-6-amine). RXN SMILES: FC(F)(F)C(O)=O.[CH2:8]([O:12][C:13]1[NH:14][C:15]([NH2:24])=[C:16]2[C:20]([N:21]=1)=[N:19][C:18]([O:22][CH3:23])=[N:17]2)[CH2:9][CH2:10][CH3:11].Br[CH2:26][CH2:27][CH2:28][CH2:29][CH:30]1[CH2:35][CH2:34][O:33][C:32]([CH3:37])([CH3:36])[CH2:31]1>>[CH2:8]([O:12][C:13]1[N:21]=[C:20]2[C:16]([N:17]=[C:18]([O:22][CH3:23])[N:19]2[CH2:26][CH2:27][CH2:28][CH2:29][CH:30]2[CH2:35][CH2:34][O:33][C:32]([CH3:36])([CH3:37])[CH2:31]2)=[C:15]([NH2:24])[N:14]=1)[CH2:9][CH2:10][CH3:11] |f:0.1|. Procedure: Prepared similarly to Intermediate 224 from 2-(butyloxy)-8-(methyloxy)-1H-purin-6-amine trifluoroacetate and 4-(4-bromobutyl)-2,2-dimethyltetrahydro-2H-pyran but conducting the alkylation over 1.5 hours at 60° C. Reactants: Intermediate 224, FC(C(=O)O)(F)F.C(CCC)OC=1NC(=C2N=C(N=C2N1)OC)N (2-(butyloxy)-8-(methyloxy)-1H-purin-6-amine trifluoroacetate), BrCCCCC1CC(OCC1)(C)C (4-(4-bromobutyl)-2,2-dimethyltetrahydro-2H-pyran). As a reaction SMILES: [Br:19][c:20]1[cH:21][n:22][cH:23][cH:24][c:25]1[CH3:26].[CH2:27]1[CH2:28][O:29]1.[CH2:30]1[O:31][CH2:32][CH2:33][CH2:34]1.[CH2:8]([Li:9])[CH2:10][CH2:11][CH3:12].[CH3:13][CH2:14][CH2:15][CH2:16][CH2:17][CH3:18].[CH:1]([NH:2][CH:3]([CH3:4])[CH3:5])([CH3:6])[CH3:7]>>[Br:19][c:20]1[cH:21][n:22][cH:23][cH:24][c:25]1[CH2:26][CH2:27][CH2:28][OH:29]. Product: OCCCc1ccncc1Br. Reactants: Cc1ccncc1Br, C1CO1, C1CCOC1, [Li]CCCC, CCCCCC, CC(C)NC(C)C.